This data is from the Open Reaction Database (ORD), a public repository of structured organic reaction records. The task is: describe an organic reaction: reactants, conditions, products, and yield Reactants: C(CC)C1=CC=C(C=C1)C=1C=CC(NN1)=O (6-(4-n-propylphenyl)pyridazin-3(2H)-one), ice, S(O)(O)(=O)=O (sulphuric acid). Reagents/catalysts: [O-2].[O-2].[O-2].[Cr+6] (chromium trioxide). Run in C(C)(=O)OC(C)=O (acetic anhydride), C(C)(=O)OC(C)=O (acetic anhydride). Run at time 16 hour. Yields the product C(CC)(=O)C1=CC=C(C=C1)C=1C=CC(NN1)=O (6-(4-propionylphenyl)pyridazin-3(2H)-one). As a reaction SMILES: [CH2:1]([C:4]1[CH:9]=[CH:8][C:7]([C:10]2[CH:11]=[CH:12][C:13](=[O:16])[NH:14][N:15]=2)=[CH:6][CH:5]=1)[CH2:2][CH3:3].S(=O)(=O)(O)[OH:18]>C(OC(=O)C)(=O)C.[O-2].[O-2].[O-2].[Cr+6]>[C:1]([C:4]1[CH:5]=[CH:6][C:7]([C:10]2[CH:11]=[CH:12][C:13](=[O:16])[NH:14][N:15]=2)=[CH:8][CH:9]=1)(=[O:18])[CH2:2][CH3:3] |f:3.4.5.6|. Procedure details: A solution of chromium trioxide (6.5 g) in acetic anhydride (29 ml) was added dropwise to a stirred, cooled solution of 6-(4-n-propylphenyl)pyridazin-3(2H)-one (5.11 g) in acetic anhydride (25 ml) containing concentrated sulphuric acid (5 ml). The reaction mixture was stirred at room temperature for 16 hours and then poured into crushed ice (250 ml) to afford 6-(4-propionylphenyl)pyridazin-3(2H)-one (0.78 g), m.p. 202°-205° C.